From a dataset of the Open Reaction Database (ORD), a public repository of structured organic reaction records. describe an organic reaction: reactants, conditions, products, and yield Reactants: solution, C(C=C)[Mg]Br (allyl magnesium bromide), ice, S(O)(O)(=O)=O (sulfuric acid), O(C1=CC=CC=C1)CCCCCCCCCC=O (10-phenoxydecanal), C([O-])(O)=O.[Na+] (sodium bicarbonate). Run in C(C)OCC (diethyl ether), O1CCCC1 (tetrahydrofuran). Yields the product O(C1=CC=CC=C1)CCCCCCCCCC(CC=C)O (13-phenoxy-1-tridecen-4-ol). Isolated yield 42.0%. Reaction SMILES: [CH2:1]([Mg]Br)[CH:2]=[CH2:3].[O:6]([CH2:13][CH2:14][CH2:15][CH2:16][CH2:17][CH2:18][CH2:19][CH2:20][CH2:21][CH:22]=[O:23])[C:7]1[CH:12]=[CH:11][CH:10]=[CH:9][CH:8]=1.S(=O)(=O)(O)O.C(=O)(O)[O-].[Na+]>C(OCC)C.O1CCCC1>[O:6]([CH2:13][CH2:14][CH2:15][CH2:16][CH2:17][CH2:18][CH2:19][CH2:20][CH2:21][CH:22]([OH:23])[CH2:3][CH:2]=[CH2:1])[C:7]1[CH:12]=[CH:11][CH:10]=[CH:9][CH:8]=1 |f:3.4|. Procedure details: To 85 ml of a 1M solution of allyl magnesium bromide in diethyl ether cooled in ice bath was added dropwise, under nitrogen, a solution of 20 g of 10-phenoxydecanal in 200 ml of dry tetrahydrofuran. The mixture was poured into 400 ml of ice and 30 ml of 9M sulfuric acid was added. Upon standing the mixture formed aqueous and organic layers. The organic layer was stirred for 15 min with solid sodium bicarbonate and concentrated. The aqueous layer was extracted with diethyl ether (2×200 ml) and th... Reactants: CCOCC (Et2O), C(C)(C)(C)OC(=O)N1N=C(C2=CC=CC=C12)CC1C(N(C2=C(N(C1=O)CC(=O)N(C(C)C)C1=CC=C(C=C1)F)C=CC=C2)C2=CC=CC=C2)=O (2-[3-(1-tert-butoxycarbonyl-1H-indazol-3-ylmethyl)-2,4-dioxo-5-phenyl-2,3,4,5-tetrahydro-benzo[b][1,4]diazepin-1-yl]-N-(4-fluoro-phenyl)-N-isopropyl-acetamide), Intermediate 58, Cl (HCl). The solvent is O1CCOCC1 (dioxane). Reaction conditions: time 4 hour. Product: FC1=CC=C(C=C1)N(C(CN1C2=C(N(C(C(C1=O)CC1=NNC3=CC=CC=C13)=O)C1=CC=CC=C1)C=CC=C2)=O)C(C)C (N-(4-Fluoro-phenyl)-2-[3-(1H-indazol-3-ylmethyl)-2,4-dioxo-5-phenyl-2,3,4,5-tetrahydro-benzo[b][1,4]diazepin-1-yl]-N-isopropyl-acetamide). Isolated yield 11.6%. As a reaction SMILES: C(OC([N:8]1[C:16]2[C:11](=[CH:12][CH:13]=[CH:14][CH:15]=2)[C:10]([CH2:17][CH:18]2[C:24](=[O:25])[N:23]([CH2:26][C:27]([N:29]([C:33]3[CH:38]=[CH:37][C:36]([F:39])=[CH:35][CH:34]=3)[CH:30]([CH3:32])[CH3:31])=[O:28])[C:22]3[CH:40]=[CH:41][CH:42]=[CH:43][C:21]=3[N:20]([C:44]3[CH:49]=[CH:48][CH:47]=[CH:46][CH:45]=3)[C:19]2=[O:50])=[N:9]1)=O)(C)(C)C.Cl.CCOCC>O1CCOCC1>[F:39][C:36]1[CH:37]=[CH:38][C:33]([N:29]([CH:30]([CH3:32])[CH3:31])[C:27](=[O:28])[CH2:26][N:23]2[C:24](=[O:25])[CH:18]([CH2:17][C:10]3[C:11]4[C:16](=[CH:15][CH:14]=[CH:13][CH:12]=4)[NH:8][N:9]=3)[C:19](=[O:50])[N:20]([C:44]3[CH:45]=[CH:46][CH:47]=[CH:48][CH:49]=3)[C:21]3[CH:43]=[CH:42][CH:41]=[CH:40][C:22]2=3)=[CH:34][CH:35]=1. Reported procedure: To 890 mg (1.3 mmol) of crude 2-[3-(1-tert-butoxycarbonyl-1H-indazol-3-ylmethyl)-2,4-dioxo-5-phenyl-2,3,4,5-tetrahydro-benzo[b][1,4]diazepin-1-yl]-N-(4-fluoro-phenyl)-N-isopropyl-acetamide, prepared as in Intermediate 58, is added 10 mL of 4N HCl in dioxane at RT. The resulting solution is stirred 4 h and 100 mL of Et2O is added. The precipitate is filtered and purified by RP-HPLC (50-60% acetonitrile/ H2O over 30 min) to afford 86.7 mg of the title compound: 1H NMR (CDCl3, 300 MHz) δ7.85 (d, 1H... Reactants: CN1CCC2(c3ccccc3)OC2C1, NCc1ccccc1, OCCO. Product: CN1CCC(NCc2ccccc2)(c2ccccc2)C(O)C1. As a reaction SMILES: [CH3:1][N:2]1[CH2:3][CH:4]2[C:5]([c:9]3[cH:10][cH:11][cH:12][cH:13][cH:14]3)([CH2:6][CH2:7]1)[O:8]2.[NH2:15][CH2:16][c:17]1[cH:18][cH:19][cH:20][cH:21][cH:22]1.[OH:23][CH2:24][CH2:25][OH:26]>>[CH3:1][N:2]1[CH2:3][CH:4]([OH:8])[C:5]([c:9]2[cH:10][cH:11][cH:12][cH:13][cH:14]2)([NH:15][CH2:16][c:17]2[cH:18][cH:19][cH:20][cH:21][cH:22]2)[CH2:6][CH2:7]1. Starting materials: ClCCl, NN1CCN(CCc2c[nH]c3ccccc23)CC1, Cc1ccc(N=C=O)cc1. Yields the product Cc1ccc(NC(=O)NN2CCN(CCc3c[nH]c4ccccc34)CC2)cc1. As a reaction SMILES: [CH2:29]([Cl:30])[Cl:31].[NH2:11][N:12]1[CH2:13][CH2:14][N:15]([CH2:18][CH2:19][c:20]2[cH:21][nH:22][c:23]3[cH:24][cH:25][cH:26][cH:27][c:28]23)[CH2:16][CH2:17]1.[c:1]1([CH3:10])[cH:2][cH:3][c:4]([N:7]=[C:8]=[O:9])[cH:5][cH:6]1>>[c:1]1([CH3:10])[cH:2][cH:3][c:4]([NH:7][C:8](=[O:9])[NH:11][N:12]2[CH2:13][CH2:14][N:15]([CH2:18][CH2:19][c:20]3[cH:21][nH:22][c:23]4[cH:24][cH:25][cH:26][cH:27][c:28]34)[CH2:16][CH2:17]2)[cH:5][cH:6]1. Reactants: C(C=C)O (allyl alcohol), C1(=CC=CC=C1)C (toluene), ClCCC(=O)Cl (3-chloropropionyl chloride). The product is ClCCC(=O)OCC=C (allyl 3-chloropropionate). Yield: 71.0%. As a reaction SMILES: C([OH:4])C=C.[Cl:5][CH2:6][CH2:7][C:8](Cl)=[O:9].[C:11]1([CH3:17])C=CC=C[CH:12]=1>>[Cl:5][CH2:6][CH2:7][C:8]([O:9][CH2:17][CH:11]=[CH2:12])=[O:4]. Procedure details: 58.08 g (1.0 mol) of allyl alcohol were dissolved in 200 ml of toluene, and 190.46 g (1.5 mol) of 3-chloropropionyl chloride were added dropwise at 90° C. The reaction solution was refluxed for a further 1.5 hours. The organic phase was washed with 10% strength NaOH solution and twice with H2O, and the solvent was evaporated. The product was subsequently distilled at 74° C. and 20 mbar, giving 104.3 g of allyl 3-chloropropionate (71% of theory). The reactants are FC=1C=C2C(C(=CN(C2=C(C1F)C)C1=CC(=C(C=C1)F)OC)C(=O)OCC)=O (Ethyl 6,7-difluoro-1-(4-fluoro-3-methoxyphenyl)-8-methyl-4-oxo-1,4-dihydroquinoline-3-carboxylate), Br (hydrobromic acid). Solvent: C(C)(=O)O (acetic acid). Product: FC=1C=C2C(C(=CN(C2=C(C1F)C)C1=CC(=C(C=C1)F)O)C(=O)O)=O (6,7-Difluoro-1-(4-fluoro-3-hydroxyphenyl)-8-methyl-4-oxo-1,4-dihydroquinoline-3-carboxylic Acid). Isolated yield 80.4%. As a reaction SMILES: [F:1][C:2]1[CH:3]=[C:4]2[C:9](=[C:10]([CH3:13])[C:11]=1[F:12])[N:8]([C:14]1[CH:19]=[CH:18][C:17]([F:20])=[C:16]([O:21]C)[CH:15]=1)[CH:7]=[C:6]([C:23]([O:25]CC)=[O:24])[C:5]2=[O:28].Br>C(O)(=O)C>[F:1][C:2]1[CH:3]=[C:4]2[C:9](=[C:10]([CH3:13])[C:11]=1[F:12])[N:8]([C:14]1[CH:19]=[CH:18][C:17]([F:20])=[C:16]([OH:21])[CH:15]=1)[CH:7]=[C:6]([C:23]([OH:25])=[O:24])[C:5]2=[O:28]. Reported procedure: Ethyl 6,7-difluoro-1-(4-fluoro-3-methoxyphenyl)-8-methyl-4-oxo-1,4-dihydroquinoline-3-carboxylate (2.3 g) was added to a mixed liquid (1:1, v/v; :30 ml) of 47% hydrobromic acid and acetic acid, and the mixture was stirred and refluxed for 44 hours. Deposits were collected by filtration and washed with ethanol and diisopropyl ether in that order to obtain the title compound (1.65 g) as a colorless powder.